This data is from the Open Reaction Database (ORD), a public repository of structured organic reaction records. The task is: describe an organic reaction: reactants, conditions, products, and yield Yields the product CSC=1N(C=CN1)CC(=O)O ((2-methylthio-imidazol-1-yl)-acetic acid). Procedure: Ethyl (2-methylthio-imidazol-1-yl)-acetate (14.5 g.) in 4 N sulphuric acid (30 cc.) is heated under reflux for 1 hour. The sulphate ions are then removed by adding an aqueous solution of barium hydroxide and filtering off the precipitated barium sulphate. The filtrate is treated with decolorising charcoal and is then concentrated to dryness under reduced pressure (20 mm.Hg). The residue is taken up in benzene (80 cc.) and the mixture is again concentrated to dryness under reduced pressure (20 mm... Reaction SMILES: [CH3:1][S:2][C:3]1[N:4]([CH2:8][C:9]([O:11]CC)=[O:10])[CH:5]=[CH:6][N:7]=1>S(=O)(=O)(O)O>[CH3:1][S:2][C:3]1[N:4]([CH2:8][C:9]([OH:11])=[O:10])[CH:5]=[CH:6][N:7]=1. Starting materials: CSC=1N(C=CN1)CC(=O)OCC (Ethyl (2-methylthio-imidazol-1-yl)-acetate). The solvent is S(O)(O)(=O)=O (sulphuric acid). Isolated yield 60.2%. The reactants are O=[N+]([O-])c1ccc(F)c(Br)c1, O=C([O-])[O-], CCS, [K+], [K+], CN(C)C=O. Yields the product CCSc1ccc([N+](=O)[O-])cc1Br. As a reaction SMILES: [Br:1][c:2]1[cH:3][c:4]([N+:9](=[O:10])[O-:11])[cH:5][cH:6][c:7]1[F:8].[C:15](=[O:16])([O-:17])[O-:18].[CH2:12]([CH3:13])[SH:14].[K+:19].[K+:20].[O:21]=[CH:22][N:23]([CH3:24])[CH3:25]>>[Br:1][c:2]1[cH:3][c:4]([N+:9](=[O:10])[O-:11])[cH:5][cH:6][c:7]1[S:14][CH2:12][CH3:13].